Dataset: the Open Reaction Database (ORD), a public repository of structured organic reaction records. Task: describe an organic reaction: reactants, conditions, products, and yield Starting materials: CC(=O)N1CCC(C(=O)O)CC1, Cc1cc(C2CNCCC2N(C)C(=O)c2cc(C(F)(F)F)cc(C(F)(F)F)c2)ccc1Cl, Cl. Product: CC(=O)N1CCC(C(=O)N2CCC(N(C)C(=O)c3cc(C(F)(F)F)cc(C(F)(F)F)c3)C(c3ccc(Cl)c(C)c3)C2)CC1. Reaction SMILES: [C:34]([CH3:35])(=[O:36])[N:37]1[CH2:38][CH2:39][CH:40]([C:43](=[O:44])[OH:45])[CH2:41][CH2:42]1.[Cl:2][c:3]1[c:4]([CH3:33])[cH:5][c:6]([CH:9]2[CH2:10][NH:11][CH2:12][CH2:13][CH:14]2[N:15]([C:16]([c:17]2[cH:18][c:19]([C:27]([F:28])([F:29])[F:30])[cH:20][c:21]([C:23]([F:24])([F:25])[F:26])[cH:22]2)=[O:31])[CH3:32])[cH:7][cH:8]1.[ClH:1]>>[Cl:2][c:3]1[c:4]([CH3:33])[cH:5][c:6]([CH:9]2[CH2:10][N:11]([C:43]([CH:40]3[CH2:39][CH2:38][N:37]([C:34]([CH3:35])=[O:36])[CH2:42][CH2:41]3)=[O:44])[CH2:12][CH2:13][CH:14]2[N:15]([C:16]([c:17]2[cH:18][c:19]([C:27]([F:28])([F:29])[F:30])[cH:20][c:21]([C:23]([F:24])([F:25])[F:26])[cH:22]2)=[O:31])[CH3:32])[cH:7][cH:8]1. Yields the product C(C)OCC=1N=C(OC1)CN1N=CC(=N1)[N+](=O)[O-] (4-(Ethoxymethyl)-2-((4-nitro-2H-1,2,3-triazol-2-yl)methyl)oxazole). Run in O (Water), CC(OCC)=O (EA), CN(C)C=O (DMF), CN(C)C=O (DMF), CN(C)C=O (DMF). As a reaction SMILES: N#N.Cl[CH2:4][C:5]1[O:6][CH:7]=[C:8]([CH2:10][O:11][CH2:12][CH3:13])[N:9]=1.[N+:14]([C:17]1[CH:21]=[N:20][NH:19][N:18]=1)([O-:16])=[O:15].CCN(C(C)C)C(C)C>CN(C=O)C.CC(=O)OCC.O>[CH2:12]([O:11][CH2:10][C:8]1[N:9]=[C:5]([CH2:4][N:19]2[N:18]=[C:17]([N+:14]([O-:16])=[O:15])[CH:21]=[N:20]2)[O:6][CH:7]=1)[CH3:13]. Procedure: In a flame dried round-bottomed flask equipped with a magnetic stir bar and under inert atmosphere (N2), a solution of 2-(chloromethyl)-4-(ethoxymethyl)oxazole (260 mg, 1.48 mmol) in DMF (4.2 mL) was added to a solution of 4-nitro-2H-[1,2,3]triazole (T. E. Eagles et al. Organic preparations and procedures 2 (2), 117-119, 1970; P. N. Neuman J. Heterocycl. Chem. 8, 51-56, 1971) (1.76 g of a 9.6% solution in DMF, 1.48 mmol) in DMF (4.2 mL) pre-treated for 30 min with DIPEA (0.51 mL, 2.96 mmol) and ... Reaction conditions: temperature 50 celsius, time 8 hour. Reactants: N#N (N2), CCN(C(C)C)C(C)C (DIPEA), ClCC=1OC=C(N1)COCC (2-(chloromethyl)-4-(ethoxymethyl)oxazole), [N+](=O)([O-])C1=NNN=C1 (4-nitro-2H-[1,2,3]triazole), solution. Starting materials: CO, O=C1C(C(F)(F)F)=C2c3cc(Cl)c4[nH]cnc4c3CC23CCC1C3, CN(C)C=O, [OH-], [OH-], [Pd+2], [Pd], c1ccccc1. The product is O=C1C(C(F)(F)F)=C2c3ccc4[nH]cnc4c3CC23CCC1C3. RXN SMILES: [CH3:31][OH:32].[Cl:1][c:2]1[cH:3][c:4]2[c:8]([c:9]3[n:10][cH:11][nH:12][c:13]13)[CH2:7][C:6]13[C:5]2=[C:18]([C:19]([F:20])([F:21])[F:22])[C:17](=[O:23])[CH:16]([CH2:15][CH2:14]1)[CH2:24]3.[O:33]=[CH:34][N:35]([CH3:36])[CH3:37].[OH-:38].[OH-:39].[Pd+2:40].[Pd:41].[cH:25]1[cH:26][cH:27][cH:28][cH:29][cH:30]1>>[cH:2]1[cH:3][c:4]2[c:8]([c:9]3[n:10][cH:11][nH:12][c:13]13)[CH2:7][C:6]13[C:5]2=[C:18]([C:19]([F:20])([F:21])[F:22])[C:17](=[O:23])[CH:16]([CH2:15][CH2:14]1)[CH2:24]3.